The task is: describe an organic reaction: reactants, conditions, products, and yield. This data is from the Open Reaction Database (ORD), a public repository of structured organic reaction records. Reactants: FC(S(=O)(=O)OC1=CN=CC2=CC=C(C=C12)C(=O)OCC[Si](C)(C)C)(F)F (2-(trimethylsilyl)ethyl 4-{[(trifluoromethyl)sulfonyl]oxy}isoquinoline-6-carboxylate), C(=O)C1=CC=C(C=C1)OB(O)O (4-formylphenylboric acid). Product: C(=O)C1=CC=C(C=C1)C1=CN=CC2=CC=C(C=C12)C(=O)OCC[Si](C)(C)C (2-(Trimethylsilyl)ethyl 4-(4-formylphenyl)isoquinoline-6-carboxylate). The yield is 79.7%. RXN SMILES: FC(F)(F)S(O[C:7]1[C:16]2[C:11](=[CH:12][CH:13]=[C:14]([C:17]([O:19][CH2:20][CH2:21][Si:22]([CH3:25])([CH3:24])[CH3:23])=[O:18])[CH:15]=2)[CH:10]=[N:9][CH:8]=1)(=O)=O.[CH:28]([C:30]1[CH:35]=[CH:34][C:33](OB(O)O)=[CH:32][CH:31]=1)=[O:29]>>[CH:28]([C:30]1[CH:35]=[CH:34][C:33]([C:7]2[C:16]3[C:11](=[CH:12][CH:13]=[C:14]([C:17]([O:19][CH2:20][CH2:21][Si:22]([CH3:25])([CH3:24])[CH3:23])=[O:18])[CH:15]=3)[CH:10]=[N:9][CH:8]=2)=[CH:32][CH:31]=1)=[O:29]. Procedure: Using 2-(trimethylsilyl)ethyl 4-{[(trifluoromethyl)sulfonyl]oxy}isoquinoline-6-carboxylate (600 mg, 1.42 mmol) and 4-formylphenylboric acid (320 mg, 2.14 mmol), the desired title compound (427 mg, yield 79%) was obtained by the same method as in Example 8 (8a). Starting materials: CC1=CC=C(C=C1)C1=CC=C2CCC(=CC2=C1)C(=O)NC1=CC=C(C=C1)CN1CCCCC1 (7-(4-methylphenyl)-N-[4-(piperidinomethyl)phenyl]-3,4-dihydronaphthalene-2-carboxamide), CI (methyl iodide). Solvent: CN(C)C=O (DMF). Conditions: time 18 hour. The product is [I-].C[N+]1(CCCCC1)CC1=CC=C(C=C1)NC(=O)C1=CC2=CC(=CC=C2CC1)C1=CC=C(C=C1)C (1-methyl-1-[4-[7-(4-methylphenyl)-3,4-dihydronaphthalene-2-carboxamido]benzyl]piperidinium iodide). RXN SMILES: [CH3:1][C:2]1[CH:7]=[CH:6][C:5]([C:8]2[CH:17]=[C:16]3[C:11]([CH2:12][CH2:13][C:14]([C:18]([NH:20][C:21]4[CH:26]=[CH:25][C:24]([CH2:27][N:28]5[CH2:33][CH2:32][CH2:31][CH2:30][CH2:29]5)=[CH:23][CH:22]=4)=[O:19])=[CH:15]3)=[CH:10][CH:9]=2)=[CH:4][CH:3]=1.[CH3:34][I:35]>CN(C=O)C>[I-:35].[CH3:34][N+:28]1([CH2:27][C:24]2[CH:23]=[CH:22][C:21]([NH:20][C:18]([C:14]3[CH2:13][CH2:12][C:11]4[C:16](=[CH:17][C:8]([C:5]5[CH:6]=[CH:7][C:2]([CH3:1])=[CH:3][CH:4]=5)=[CH:9][CH:10]=4)[CH:15]=3)=[O:19])=[CH:26][CH:25]=2)[CH2:33][CH2:32][CH2:31][CH2:30][CH2:29]1 |f:3.4|. Reported procedure: In DMF (3ml) was dissolved 7-(4-methylphenyl)-N-[4-(piperidinomethyl)phenyl]-3,4-dihydronaphthalene-2-carboxamide (400mg), and to the mixture was added methyl iodide (171 μl). The mixture was stirred at room temperature for 18 hours and concentrated under reduced pressure. The residue was recrystallized from ethyl acetate to give 1-methyl-1-[4-[7-(4-methylphenyl)-3,4-dihydronaphthalene-2-carboxamido]benzyl]piperidinium iodide (Compound 16) (490mg) as colorless crystals. The reactants are CC(=O)O, O=[N+]([O-])c1ccc(CN2CCCCC2)cc1, [Zn]. Product: Nc1ccc(CN2CCCCC2)cc1. As a reaction SMILES: [CH3:18][C:19](=[O:20])[OH:21].[N+:1]([O-:2])(=[O:3])[c:4]1[cH:5][cH:6][c:7]([CH2:8][N:9]2[CH2:10][CH2:11][CH2:12][CH2:13][CH2:14]2)[cH:15][cH:16]1.[Zn:17]>>[NH2:1][c:4]1[cH:5][cH:6][c:7]([CH2:8][N:9]2[CH2:10][CH2:11][CH2:12][CH2:13][CH2:14]2)[cH:15][cH:16]1. Reactants: C1CCN(CC1)C(=O)/N=N/C(=O)N2CCCCC2 (1,1-(azodicarbonyl)dipiperidine), OCC1=CC(=C(OCC=2N=C(OC2C)C2=CC=C(C(=O)OC)C=C2)C=C1)OC (methyl 4-{4-[(4-hydroxymethyl-2-methoxyphenoxy)methyl]-5-methyl-1,3-oxazol-2-yl}benzoate), OC1=NN(C=C1C=O)C1=CC=CC=C1 (3-hydroxy-1-phenyl-1H-pyrazole-4-carbaldehyde), C(CCC)P(CCCC)CCCC (tributylphosphine). Run in O1CCCC1 (tetrahydrofuran). Run at time 15 hour. The product is C(=O)C=1C(=NN(C1)C1=CC=CC=C1)OCC1=CC(=C(OCC=2N=C(OC2C)C2=CC=C(C(=O)OC)C=C2)C=C1)OC (methyl 4-{4-[(4-{[(4-formyl-1-phenyl-1H-pyrazol-3-yl)oxy]methyl}-2-methoxyphenoxy)methyl]-5-methyl-1,3-oxazol-2-yl}benzoate). Isolated yield 57.6%. Reaction SMILES: [OH:1][CH2:2][C:3]1[CH:26]=[CH:25][C:6]([O:7][CH2:8][C:9]2[N:10]=[C:11]([C:15]3[CH:24]=[CH:23][C:18]([C:19]([O:21][CH3:22])=[O:20])=[CH:17][CH:16]=3)[O:12][C:13]=2[CH3:14])=[C:5]([O:27][CH3:28])[CH:4]=1.O[C:30]1[C:34]([CH:35]=[O:36])=[CH:33][N:32]([C:37]2[CH:42]=[CH:41][CH:40]=[CH:39][CH:38]=2)[N:31]=1.C(P(CCCC)CCCC)CCC.C1CCN(C(/N=N/C(N2CCCCC2)=O)=O)CC1>O1CCCC1>[CH:35]([C:34]1[C:30]([O:1][CH2:2][C:3]2[CH:26]=[CH:25][C:6]([O:7][CH2:8][C:9]3[N:10]=[C:11]([C:15]4[CH:24]=[CH:23][C:18]([C:19]([O:21][CH3:22])=[O:20])=[CH:17][CH:16]=4)[O:12][C:13]=3[CH3:14])=[C:5]([O:27][CH3:28])[CH:4]=2)=[N:31][N:32]([C:37]2[CH:38]=[CH:39][CH:40]=[CH:41][CH:42]=2)[CH:33]=1)=[O:36]. Reported procedure: To a mixture of methyl 4-{4-[(4-hydroxymethyl-2-methoxyphenoxy)methyl]-5-methyl-1,3-oxazol-2-yl}benzoate (0.77 g), 3-hydroxy-1-phenyl-1H-pyrazole-4-carbaldehyde (0.41 g), tributylphosphine (0.61 g) and tetrahydrofuran (100 mL) was added 1,1-(azodicarbonyl)dipiperidine (0.76 g) at room temperature, and the mixture was stirred for 15 hrs. The precipitated crystals were removed by filtration and the filtrate was concentrated. The residue was subjected to silica gel column chromatography to give met... Starting materials: CC(O)c1nc(Br)c(C(=O)NCc2ccc(Cl)c(Oc3cc(Cl)cc(C#N)c3)c2F)[nH]1, O=[Mn]=O. The product is CC(=O)c1nc(Br)c(C(=O)NCc2ccc(Cl)c(Oc3cc(Cl)cc(C#N)c3)c2F)[nH]1. As a reaction SMILES: [Br:1][c:2]1[n:3][c:4]([CH:29]([CH3:30])[OH:31])[nH:5][c:6]1[C:7](=[O:8])[NH:9][CH2:10][c:11]1[c:12]([F:28])[c:13]([O:18][c:19]2[cH:20][c:21]([Cl:27])[cH:22][c:23]([C:25]#[N:26])[cH:24]2)[c:14]([Cl:17])[cH:15][cH:16]1.[O:32]=[Mn:33]=[O:34]>>[Br:1][c:2]1[n:3][c:4]([C:29]([CH3:30])=[O:31])[nH:5][c:6]1[C:7](=[O:8])[NH:9][CH2:10][c:11]1[c:12]([F:28])[c:13]([O:18][c:19]2[cH:20][c:21]([Cl:27])[cH:22][c:23]([C:25]#[N:26])[cH:24]2)[c:14]([Cl:17])[cH:15][cH:16]1. The reactants are BrC1=CC(=CC=C1)[N+](=O)[O-] (1-bromo-3-nitro-benzene), N1(CCOCC1)CCN (2-morpholin-4-yl-ethylamine). Product: N1(CCOCC1)CCNC1=CC(=CC=C1)[N+](=O)[O-] ((2-Morpholin-4-yl-ethyl)-(3-nitro-phenyl)-amine). As a reaction SMILES: Br[C:2]1[CH:7]=[CH:6][CH:5]=[C:4]([N+:8]([O-:10])=[O:9])[CH:3]=1.[N:11]1([CH2:17][CH2:18][NH2:19])[CH2:16][CH2:15][O:14][CH2:13][CH2:12]1>>[N:11]1([CH2:17][CH2:18][NH:19][C:2]2[CH:7]=[CH:6][CH:5]=[C:4]([N+:8]([O-:10])=[O:9])[CH:3]=2)[CH2:16][CH2:15][O:14][CH2:13][CH2:12]1. Procedure: Using 1-bromo-3-nitro-benzene (303 mg) and 2-morpholin-4-yl-ethylamine (315 μl) instead of morpholine, in the same manner as Step A in Example 1-D-105, the desired compound was obtained (374.6 mg, 74%). Reported procedure: Strains shown in the following Table 2 were respectively cultured in a similar manner to that described in Example 3. After completion of the culturing, on each occasion, the microbial cells were collected by centrifugation (8,000 r.p.m./10 min.) of the cultured broth and were then subjected to ultrasonic treatment (90 KHz/5 min.) to prepare a cell-free extract. This cell-free extracted solution (0.05 ml) was added to a 50 mM tris buffer solution (9.95 ml; pH 7.5) containing L-glutamic acid (25 ... Yields the product N[C@H](C(=O)O)CCC(=O)N[C@@H](CS)C(=O)NCC(=O)O (glutathione). As a reaction SMILES: [NH2:1][C@H:2]([C:8]([OH:10])=[O:9])[CH2:3][CH2:4][C:5]([OH:7])=O.[NH2:11][C@H:12]([C:15]([OH:17])=O)[CH2:13][SH:14].[NH2:18][CH2:19][C:20]([OH:22])=[O:21].[Cl-].[Mg+2].[Cl-].C(OP([O-])([O-])=O)(=O)C.P(OC[C@H]1O[C@@H](N2C3N=CN=C(N)C=3N=C2)[C@H](O)[C@@H]1O)(OP(OP(O)(O)=O)(O)=O)(=O)O>>[NH2:1][C@@H:2]([CH2:3][CH2:4][C:5]([NH:11][C@H:12]([C:15]([NH:18][CH2:19][C:20]([OH:22])=[O:21])=[O:17])[CH2:13][SH:14])=[O:7])[C:8]([OH:10])=[O:9] |f:3.4.5|. Starting materials: N[C@@H](CCC(=O)O)C(=O)O (L-glutamic acid), N[C@@H](CS)C(=O)O (L-cysteine), NCC(=O)O (glycine), [Cl-].[Mg+2].[Cl-] (magnesium chloride), C(C)(=O)OP(=O)([O-])[O-] (acetylphosphate), P(O)(=O)(OP(=O)(O)OP(=O)(O)O)OC[C@@H]1[C@H]([C@H]([C@@H](O1)N1C=NC=2C(N)=NC=NC12)O)O (ATP), solution.